From a dataset of the Open Reaction Database (ORD), a public repository of structured organic reaction records. describe an organic reaction: reactants, conditions, products, and yield Starting materials: C[O-], CO, FC(F)(F)c1ccnc(Cl)c1, [Na+], O. The product is COc1cc(C(F)(F)F)ccn1. RXN SMILES: [CH3:12][O-:13].[CH3:16][OH:17].[Cl:1][c:2]1[n:3][cH:4][cH:5][c:6]([C:8]([F:9])([F:10])[F:11])[cH:7]1.[Na+:14].[OH2:15]>>[c:2]1([O:13][CH3:12])[n:3][cH:4][cH:5][c:6]([C:8]([F:9])([F:10])[F:11])[cH:7]1. The reactants are Br (hydrogen bromide), O([Si](C1=CC=CC=C1)(C1=CC=CC=C1)C(C)(C)C)CC(CCCC(C=C)(O)C)C (8-t-butyldiphenylsiloxy-3,7-dimethyl-1-octen-3-ol), C([O-])(O)=O.[Na+] (sodium bicarbonate), C([O-])(O)=O.[Na+] (sodium bicarbonate). The solvent is CCOCC (ether), CCOCC (ether). Reaction conditions: temperature 0 celsius. Product: O([Si](C1=CC=CC=C1)(C1=CC=CC=C1)C(C)(C)C)CC(CCCC(=CCBr)C)C (8-t-butyldiphenylsiloxy-1-bromo-3,7-dimethyl-oct-2-ene). RXN SMILES: [BrH:1].[O:2]([CH2:20][CH:21]([CH3:30])[CH2:22][CH2:23][CH2:24][C:25]([CH3:29])(O)[CH:26]=[CH2:27])[Si:3]([C:16]([CH3:19])([CH3:18])[CH3:17])([C:10]1[CH:15]=[CH:14][CH:13]=[CH:12][CH:11]=1)[C:4]1[CH:9]=[CH:8][CH:7]=[CH:6][CH:5]=1.C(=O)(O)[O-].[Na+]>CCOCC>[O:2]([CH2:20][CH:21]([CH3:30])[CH2:22][CH2:23][CH2:24][C:25]([CH3:29])=[CH:26][CH2:27][Br:1])[Si:3]([C:16]([CH3:19])([CH3:18])[CH3:17])([C:10]1[CH:15]=[CH:14][CH:13]=[CH:12][CH:11]=1)[C:4]1[CH:9]=[CH:8][CH:7]=[CH:6][CH:5]=1 |f:2.3|. Reported procedure: A solution of 2.25 N hydrogen bromide in ether (1.8 ml) is added to 8-t-butyldiphenylsiloxy-3,7-dimethyl-1-octen-3-ol (1.64 g) in ether (15 ml) dropwise at -70° C. The solution is warmed at 0° C. for 2 hours followed by the addition of solid sodium bicarbonate and then aqueous sodium bicarbonate to pH 7. The layers are separated, the aqueous layer re-extracted with ether and the combined ether extracts are washed with aqueous sodium bicarbonate, brine and dried (Na2SO4). The solids are filtered ... Product: COC(=O)C=1C=C2CN(C(C2=C(C1)C)=O)CC1=CC=C(C=C1)OC(F)(F)F (7-Methyl-1-oxo-2-(4-trifluoromethoxy-benzyl)-2,3-dihydro-1H-isoindole-5-carboxylic acid methyl ester). RXN SMILES: [CH3:1][C:2]1[CH:3]=[C:4]([C:24]([OH:26])=[O:25])[CH:5]=[C:6]2[C:10]=1[C:9](=[O:11])[N:8]([CH2:12][C:13]1[CH:18]=[CH:17][C:16]([O:19][C:20]([F:23])([F:22])[F:21])=[CH:15][CH:14]=1)[CH2:7]2.[C:27](=O)([O-])[O-].[K+].[K+].CI>CN(C=O)C.C(OCC)(=O)C>[CH3:27][O:25][C:24]([C:4]1[CH:5]=[C:6]2[C:10](=[C:2]([CH3:1])[CH:3]=1)[C:9](=[O:11])[N:8]([CH2:12][C:13]1[CH:14]=[CH:15][C:16]([O:19][C:20]([F:21])([F:22])[F:23])=[CH:17][CH:18]=1)[CH2:7]2)=[O:26] |f:1.2.3|. The solvent is CN(C)C=O (DMF), C(C)(=O)OCC (ethyl acetate). Procedure details: 7-Methyl-1-oxo-2-(4-trifluoromethoxybenzyl)-2,3-dihydro-1H-isoindole-5-carboxylic acid (170.00 mg, 0.465 mmol) was mixed with potassium carbonate (193.0 mg, 1.40 mmol) and methyl iodide (199.0 mg, 1.40 mmol) in DMF (2.0 mL) over a weekend. The reaction mixture was diluted with ethyl acetate, and washed with water, brine, dried over sodium sulfate, filtered and concentrated to provide the title compound. Reactants: CC=1C=C(C=C2CN(C(C12)=O)CC1=CC=C(C=C1)OC(F)(F)F)C(=O)O (7-Methyl-1-oxo-2-(4-trifluoromethoxybenzyl)-2,3-dihydro-1H-isoindole-5-carboxylic acid), C([O-])([O-])=O.[K+].[K+] (potassium carbonate), CI (methyl iodide). The reactants are C(C)(=O)N1C(=CC2=CC=CC=C12)C(=O)NC=1SC(=C(N1)C1=C(C=C(C=C1)OC)OC)CC(=O)OCC (2-[(1-acetyl-2-indolyl)carbonylamino]-4-(2,4-dimethoxyphenyl)-5-ethoxycarbonylmethylthiazole), [OH-].[Na+] (NaOH). Run in C(C)O (ethanol). Conditions: time 8 hour. Yields the product N1C(=CC2=CC=CC=C12)C(=O)NC=1SC(=C(N1)C1=C(C=C(C=C1)OC)OC)CC(=O)O (2-[(2-Indolyl)carbonylamino]-4-(2,4-dimethoxyphenyl)-5-carboxymethylthiazol). As a reaction SMILES: C([N:4]1[C:12]2[C:7](=[CH:8][CH:9]=[CH:10][CH:11]=2)[CH:6]=[C:5]1[C:13]([NH:15][C:16]1[S:17][C:18]([CH2:31][C:32]([O:34]CC)=[O:33])=[C:19]([C:21]2[CH:26]=[CH:25][C:24]([O:27][CH3:28])=[CH:23][C:22]=2[O:29][CH3:30])[N:20]=1)=[O:14])(=O)C.[OH-].[Na+]>C(O)C>[NH:4]1[C:12]2[C:7](=[CH:8][CH:9]=[CH:10][CH:11]=2)[CH:6]=[C:5]1[C:13]([NH:15][C:16]1[S:17][C:18]([CH2:31][C:32]([OH:34])=[O:33])=[C:19]([C:21]2[CH:26]=[CH:25][C:24]([O:27][CH3:28])=[CH:23][C:22]=2[O:29][CH3:30])[N:20]=1)=[O:14] |f:1.2|. Procedure: 0.5 g of 2-[(1-acetyl-2-indolyl)carbonylamino]-4-(2,4-dimethoxyphenyl)-5-ethoxycarbonylmethylthiazole, prepared above according to Example 10, is dissolved in 10 ml of 95° ethanol and then 1.5 ml of 2N NaOH are added. The reaction mixture is stirred,overnight at room temperature and then concentrated under vacuum. The residue is taken up in a buffer solution, pH=2, a precipitate is separated by filtration, washed with water, filtered and then rinsed with ether. Reactants: ClC(Cl)Cl, O=c1ncc(-c2ccc(F)cc2)n[nH]1, O=P(Cl)(Cl)Cl. Yields the product Fc1ccc(-c2cnc(Cl)nn2)cc1. Reaction SMILES: [CH:20]([Cl:21])([Cl:22])[Cl:23].[F:1][c:2]1[cH:3][cH:4][c:5](-[c:8]2[cH:9][n:10][c:11](=[O:14])[nH:12][n:13]2)[cH:6][cH:7]1.[P:15]([Cl:16])([Cl:17])([Cl:18])=[O:19]>>[F:1][c:2]1[cH:3][cH:4][c:5](-[c:8]2[cH:9][n:10][c:11]([Cl:17])[n:12][n:13]2)[cH:6][cH:7]1. Reactants: C=CCc1cc(CO)ccc1O[Si](C)(C)C(C)(C)C, CCCC[N+](CCCC)(CCCC)CCCC, C1CCOC1, [F-]. The product is C=CCc1cc(CO)ccc1O. Reaction SMILES: [C:1]([Si:2]([CH3:3])([CH3:4])[O:6][c:7]1[c:8]([CH2:15][CH:16]=[CH2:17])[cH:9][c:10]([CH2:11][OH:12])[cH:13][cH:14]1)([CH3:5])([CH3:18])[CH3:19].[CH2:21]([N+:22]([CH2:23][CH2:24][CH2:25][CH3:26])([CH2:27][CH2:28][CH2:29][CH3:30])[CH2:31][CH2:32][CH2:33][CH3:34])[CH2:35][CH2:36][CH3:37].[CH2:38]1[O:39][CH2:40][CH2:41][CH2:42]1.[F-:20]>>[OH:6][c:7]1[c:8]([CH2:15][CH:16]=[CH2:17])[cH:9][c:10]([CH2:11][OH:12])[cH:13][cH:14]1.